This data is from the Open Reaction Database (ORD), a public repository of structured organic reaction records. The task is: describe an organic reaction: reactants, conditions, products, and yield Starting materials: C(C)N1C(CC2=CC(=CC=C12)O)=O (1-ethyl-5-hydroxyoxindole), ice, N1=CC=CC=C1 (pyridine), ClCC(=O)Cl (chloroacetyl chloride). The solvent is ClCCl (dichloromethane), ClCCl (dichloromethane), ClCCl (dichloromethane). Reaction conditions: time 15 minute. Product: C(C)N1C(CC2=CC(=CC=C12)OC(CCl)=O)=O (1-ethyl-5-chloroacetoxyoxindole). As a reaction SMILES: [CH2:1]([N:3]1[C:11]2[C:6](=[CH:7][C:8]([OH:12])=[CH:9][CH:10]=2)[CH2:5][C:4]1=[O:13])[CH3:2].N1C=CC=CC=1.[Cl:20][CH2:21][C:22](Cl)=[O:23]>ClCCl>[CH2:1]([N:3]1[C:11]2[C:6](=[CH:7][C:8]([O:12][C:22](=[O:23])[CH2:21][Cl:20])=[CH:9][CH:10]=2)[CH2:5][C:4]1=[O:13])[CH3:2]. Procedure: To a slurry of 100 g. (0.565 mole) of 1-ethyl-5-hydroxyoxindole in 91.3 ml. (1.13 moles) of pyridine and 565 ml. of dichloromethane at 0° C. was added dropwise a solution of 89.3 ml. (1.13 moles) of chloroacetyl chloride in 100 ml. of dichloromethane. The reaction mixture was allowed to stir for 15 minutes, and was then added to 1 l. of ice cold 2N hydrochloric acid and 500 ml. of dichloromethane. The aqueous layer was extracted once again with 300 ml. of dichloromethane and the combined organic... Reactants: NC1=NC(=C(C(=N1)S(=O)C)C#N)N1N=CC=C1 (2-amino-4-methanesulfinyl-6-pyrazol-1-yl-pyrimidine-5-carbonitrile), M{37Cl} H+, M{35Cl} H+, Cl.NCC1=NC(=CC=C1Cl)C(F)(F)F (2-aminomethyl-3-chloro-6-(trifluoromethyl)pyridine hydrochloride), C1CCC2=NCCCN2CC1 (DBU). Run in COCCOC (DME). Yields the product NC1=NC(=C(C(=N1)NCC1=NC=C(C=C1Cl)C(F)(F)F)C#N)N1N=CC=C1 (2-Amino-4-[(3-chloro-5-trifluoromethyl-pyridin-2-yl-methyl)-amino]-6-pyrazol-1-yl-pyrimidine-5-carbonitrile). RXN SMILES: [NH2:1][C:2]1[N:7]=[C:6](S(C)=O)[C:5]([C:11]#[N:12])=[C:4]([N:13]2[CH:17]=[CH:16][CH:15]=[N:14]2)[N:3]=1.[ClH:18].NCC1C(Cl)=CC=C([C:28]([F:31])([F:30])[F:29])N=1.[CH2:32]1[CH2:42][CH2:41][N:40]2[C:35](=[N:36]CCC2)[CH2:34][CH2:33]1>COCCOC>[NH2:1][C:2]1[N:7]=[C:6]([NH:36][CH2:35][C:34]2[C:33]([Cl:18])=[CH:32][C:42]([C:28]([F:31])([F:30])[F:29])=[CH:41][N:40]=2)[C:5]([C:11]#[N:12])=[C:4]([N:13]2[CH:17]=[CH:16][CH:15]=[N:14]2)[N:3]=1 |f:1.2|. Procedure: From 2-amino-4-methanesulfinyl-6-pyrazol-1-yl-pyrimidine-5-carbonitrile, 2-aminomethyl-3-chloro-6-(trifluoromethyl)pyridine hydrochloride and DBU in DME. ES-MS m/e (%): 397 (M{37Cl}+H+, 25), 395 (M{35Cl}+H+, 100). Starting materials: IC=1C=C2C(=NC=NC2=CC1)N1CC2=CC(=CC=C2CC1)OC (6-iodo-4-(7-methoxy-3,4-dihydro-1H-isoquinolin-2-yl)quinazoline), CC1(OB(OC1(C)C)C=1C=C2C(=NC1)N(C=C2)[Si](C(C)C)(C(C)C)C(C)C)C (5-(4,4,5,5-tetramethyl-1,3,2-dioxaborolan-2-yl)-1-triisopropylsilanyl-1H-pyrrolo[2,3-b]pyridine), C(O)([O-])=O.[Na+] (sodium hydrogencarbonate). The reagents and catalysts are Cl[Pd]([P](C1=CC=CC=C1)(C2=CC=CC=C2)C3=CC=CC=C3)([P](C4=CC=CC=C4)(C5=CC=CC=C5)C6=CC=CC=C6)Cl (Pd(PPh3)2Cl2). Solvent: O1CCOCC1 (dioxane), O (water), CC(OCC)=O (EA). The product is N1=CN=CC2=CC=CC=C12 (quinazoline). Isolated yield 64.0%. As a reaction SMILES: I[C:2]1[CH:3]=[C:4]2[C:9](=[CH:10][CH:11]=1)[N:8]=[CH:7][N:6]=[C:5]2N1CCC2C(=CC(OC)=CC=2)C1.CC1(C)C(C)(C)OB(C2C=C3C=CN([Si](C(C)C)(C(C)C)C(C)C)C3=NC=2)O1.C(=O)([O-])O.[Na+]>O1CCOCC1.O.CC(=O)OCC.Cl[Pd](Cl)([P](C1C=CC=CC=1)(C1C=CC=CC=1)C1C=CC=CC=1)[P](C1C=CC=CC=1)(C1C=CC=CC=1)C1C=CC=CC=1>[N:8]1[C:9]2[C:4](=[CH:3][CH:2]=[CH:11][CH:10]=2)[CH:5]=[N:6][CH:7]=1 |f:2.3,^1:72,91|. Procedure: 0.20 g of 6-iodo-4-(7-methoxy-3,4-dihydro-1H-isoquinolin-2-yl)quinazoline, 0.28 g of 5-(4,4,5,5-tetramethyl-1,3,2-dioxaborolan-2-yl)-1-triisopropylsilanyl-1H-pyrrolo[2,3-b]pyridine, 0.11 g of sodium hydrogencarbonate and 0.03 g of Pd(PPh3)2Cl2 in 5.00 ml of dioxane and 0.50 ml of water are heated at 90° C. under nitrogen in a flask until the reaction is complete (HPLC check, about 5 hours). The cooled reaction solution is diluted with EA and washed 3 times with water. The organic phase is dried ... Starting materials: OC=1SC=C(N1)C1=CC=CC=C1 (2-hydroxy-4-phenylthiazole), CO/C(=C/C(=O)OC)/C1=C(C=CC=C1)CBr (methyl (E)-β-methoxy-2-bromomethylcinnamate). Reagents/catalysts: C([O-])([O-])=O.[Ag+2] (silver carbonate). The solvent is CN(C)C=O (DMF). Product: CO/C(=C/C(=O)OC)/C1=C(C=CC=C1)COC=1SC=C(N1)C1=CC=CC=C1 (methyl (E)-β-methoxy-2-(4-phenyl-2-thiazolyloxymethyl)cinnamate). Yield: 56.2%. As a reaction SMILES: [OH:1][C:2]1[S:3][CH:4]=[C:5]([C:7]2[CH:12]=[CH:11][CH:10]=[CH:9][CH:8]=2)[N:6]=1.[CH3:13][O:14]/[C:15](/[C:21]1[CH:26]=[CH:25][CH:24]=[CH:23][C:22]=1[CH2:27]Br)=[CH:16]/[C:17]([O:19][CH3:20])=[O:18]>CN(C=O)C.C(=O)([O-])[O-].[Ag+2]>[CH3:13][O:14]/[C:15](/[C:21]1[CH:26]=[CH:25][CH:24]=[CH:23][C:22]=1[CH2:27][O:1][C:2]1[S:3][CH:4]=[C:5]([C:7]2[CH:12]=[CH:11][CH:10]=[CH:9][CH:8]=2)[N:6]=1)=[CH:16]/[C:17]([O:19][CH3:20])=[O:18] |f:3.4|. Reported procedure: 1.2 g (0.007 mol) of 2-hydroxy-4-phenylthiazole, 2.1 g (0.0077 mol) of silver carbonate and 2.1 g (0.0074 mol) of methyl (E)-β-methoxy-2-bromomethylcinnamate (see Example 2) are stirred in 15 ml of DMF at 60° C. for 8 hours. The precipitate is filtered off and the DMF solution is poured into 100 ml of water, and the mixture is extracted with methyl tert-butyl ether. Drying and concentration of the organic phase result in a brown oil which is chromatographed on silica gel with cyclohexane/acetone... The reactants are CCOC(=O)c1ccc(CBr)cc1, c1ccc(P(c2ccccc2)c2ccccc2)cc1, c1ccccc1. The product is [Br-], CCOC(=O)c1ccc(C[P+](c2ccccc2)(c2ccccc2)c2ccccc2)cc1. RXN SMILES: [Br:20][CH2:21][c:22]1[cH:23][cH:24][c:25]([C:26](=[O:27])[O:28][CH2:29][CH3:30])[cH:31][cH:32]1.[c:1]1([P:7]([c:8]2[cH:9][cH:10][cH:11][cH:12][cH:13]2)[c:14]2[cH:15][cH:16][cH:17][cH:18][cH:19]2)[cH:2][cH:3][cH:4][cH:5][cH:6]1.[cH:33]1[cH:34][cH:35][cH:36][cH:37][cH:38]1>>[Br-:20].[c:1]1([P+:7]([c:8]2[cH:9][cH:10][cH:11][cH:12][cH:13]2)([c:14]2[cH:15][cH:16][cH:17][cH:18][cH:19]2)[CH2:21][c:22]2[cH:23][cH:24][c:25]([C:26](=[O:27])[O:28][CH2:29][CH3:30])[cH:31][cH:32]2)[cH:2][cH:3][cH:4][cH:5][cH:6]1. The reactants are COC(=O)C1(c2ccccc2)CCCCCC1, Cc1ccccc1, CCOC(C)=O, [H-], OC1CN2CCC1CC2, [Na+], [Na+], O=C([O-])O. Yields the product O=C(OC1CN2CCC1CC2)C1(c2ccccc2)CCCCCC1. RXN SMILES: [CH3:10][O:11][C:12](=[O:13])[C:14]1([c:21]2[cH:22][cH:23][cH:24][cH:25][cH:26]2)[CH2:15][CH2:16][CH2:17][CH2:18][CH2:19][CH2:20]1.[CH3:34][c:35]1[cH:36][cH:37][cH:38][cH:39][cH:40]1.[CH3:41][CH2:42][O:43][C:44]([CH3:45])=[O:46].[H-:27].[N:1]12[CH2:2][CH:3]([OH:9])[CH:4]([CH2:5][CH2:6]1)[CH2:7][CH2:8]2.[Na+:28].[Na+:33].[O-:29][C:30]([OH:31])=[O:32]>>[N:1]12[CH2:2][CH:3]([O:9][C:12](=[O:11])[C:14]3([c:21]4[cH:22][cH:23][cH:24][cH:25][cH:26]4)[CH2:15][CH2:16][CH2:17][CH2:18][CH2:19][CH2:20]3)[CH:4]([CH2:5][CH2:6]1)[CH2:7][CH2:8]2. Reactants: COC(\C=C/[C@H](CC1=CC=CC=C1)NC(=O)OC(C)(C)C)=O ((Z)-(S)-4-tert-butoxycarbonylamino-5-phenyl-pent-2-enoic acid methyl ester), NCCN1CCCC1 (aminoethylpyrrolidine), C[Al](C)C (trimethylaluminum), C1(=CC=CC=C1)C (toluene), C(C)(C)(C)OC(N[C@H](\C=C/C(NCCN1CCCC1)=O)CC1=CC=CC=C1)=O ([(Z)-(S)-1-Benzyl-3-(2-pyrrolidin-1-yl-ethylcarbamoyl)-allyl]-carbamic acid tert-butyl ester). Conditions: temperature 25 celsius, time 4 hour. Yields the product N1(CCCC1)CCNC(\C=C/[C@H](CC1=CC=CC=C1)NC(=O)NC1=CC=C(C=C1)C1=CC=CC=C1)=O ((Z)-(S)-4-(3-Biphenyl-4-yl-ureido)-5-phenyl-pent-2-enoic Acid (2-pyrrolidin-1-yl-ethyl)-amide). Yield: 16.0%. As a reaction SMILES: C(O[C:6](=[O:28])[NH:7][C@@H:8]([CH2:21][C:22]1[CH:27]=[CH:26][CH:25]=[CH:24][CH:23]=1)/[CH:9]=[CH:10]\[C:11](=[O:20])[NH:12][CH2:13][CH2:14][N:15]1[CH2:19][CH2:18][CH2:17][CH2:16]1)(C)(C)C.COC(=O)/C=C\[C@@H](NC(OC(C)(C)C)=O)C[C:36]1[CH:41]=[CH:40][CH:39]=[CH:38][CH:37]=1.NCC[N:54]1[CH2:58][CH2:57][CH2:56][CH2:55]1.C[Al](C)C.[C:63]1(C)C=CC=C[CH:64]=1>>[N:15]1([CH2:14][CH2:13][NH:12][C:11](=[O:20])/[CH:10]=[CH:9]\[C@@H:8]([NH:7][C:6]([NH:54][C:58]2[CH:57]=[CH:56][C:55]([C:36]3[CH:41]=[CH:40][CH:39]=[CH:38][CH:37]=3)=[CH:64][CH:63]=2)=[O:28])[CH2:21][C:22]2[CH:23]=[CH:24][CH:25]=[CH:26][CH:27]=2)[CH2:16][CH2:17][CH2:18][CH2:19]1. Reported procedure: [(Z)-(S)-1-Benzyl-3-(2-pyrrolidin-1-yl-ethylcarbamoyl)-allyl]-carbamic acid tert-butyl ester. To a solution of (Z)-(S)-4-tert-butoxycarbonylamino-5-phenyl-pent-2-enoic acid methyl ester (0.10 g, 0.33 mmol) in toluene (3.6 mL) was added aminoethylpyrrolidine (0.041 g, 0.36 mmol) and trimethylaluminum (2 M in hexanes, 0.026 g, 0.36 mmol), and the solution was stirred (25° C., 4 h). The solvent was removed in vacuo, and the residue was partitioned with 1 N NaOH and CH2Cl2 (50 mL each). The organic ...